Dataset: the Open Reaction Database (ORD), a public repository of structured organic reaction records. Task: describe an organic reaction: reactants, conditions, products, and yield The reactants are CC1=C(C=CC(=C1)[N+](=O)[O-])C1=CCN(CC1)C(=O)OC(C)(C)C (tert-butyl 4-(2-methyl-4-nitrophenyl)-5,6-dihydropyridine-1(2H)-carboxylate). Reagents/catalysts: [Pd] (Pd/C). Solvent: CN(C)C=O (DMF), CN(C)C=O (DMF). Conditions: time 16 hour. Yields the product NC1=CC(=C(C=C1)C1CCN(CC1)C(=O)OC(C)(C)C)C (tert-Butyl 4-(4-amino-2-methylphenyl)piperidine-1-carboxylate), solid. The yield is 96.0%. RXN SMILES: [CH3:1][C:2]1[CH:7]=[C:6]([N+:8]([O-])=O)[CH:5]=[CH:4][C:3]=1[C:11]1[CH2:16][CH2:15][N:14]([C:17]([O:19][C:20]([CH3:23])([CH3:22])[CH3:21])=[O:18])[CH2:13][CH:12]=1>CN(C=O)C.[Pd]>[NH2:8][C:6]1[CH:5]=[CH:4][C:3]([CH:11]2[CH2:16][CH2:15][N:14]([C:17]([O:19][C:20]([CH3:22])([CH3:21])[CH3:23])=[O:18])[CH2:13][CH2:12]2)=[C:2]([CH3:1])[CH:7]=1. Procedure: To a solution of tert-butyl 4-(2-methyl-4-nitrophenyl)-5,6-dihydropyridine-1(2H)-carboxylate (A38) (211 mg, 0.663 mmol) in DMF (7.5 mL) was added a slurry of 10% Pd/C (100 mg) in DMF (0.5 mL) and the resulting mixture was stirred for 16 hours under a hydrogen atmosphere at room temperature. The resulting mixture was filtered through Celite then the volatiles were removed under reduced pressure. The residue was purified by silica gel column chromatography (Biotage Isolera, SiO2 cartridge, 0-60% E... Reactants: Cl.NO (hydroxylamine hydrochloride), C1=C(C=CC2=CC=CC=C12)S(=O)(=O)CC#N ((2-Naphthalenylsulfonyl)acetonitrile), C[O-].[Na+] (NaOMe), [Na] (sodium). Run in CO (methanol). Run at time 1 hour. Yields the product ON=C(CS(=O)(=O)C1=CC2=CC=CC=C2C=C1)N (N'-Hydroxy-(2-naphthalenyl)sulfonylethanimidamide). The yield is 80.0%. RXN SMILES: Cl.[NH2:2][OH:3].C[O-].[Na+].[Na].[CH:8]1[C:17]2[C:12](=[CH:13][CH:14]=[CH:15][CH:16]=2)[CH:11]=[CH:10][C:9]=1[S:18]([CH2:21][C:22]#[N:23])(=[O:20])=[O:19]>CO>[OH:3][N:2]=[C:22]([NH2:23])[CH2:21][S:18]([C:9]1[CH:10]=[CH:11][C:12]2[C:17](=[CH:16][CH:15]=[CH:14][CH:13]=2)[CH:8]=1)(=[O:20])=[O:19] |f:0.1,2.3,^1:6|. Procedure details: According to General Procedure A, hydroxylamine hydrochloride (2.26 g, 32.5 mmol), was added in one portion to a solution of NaOMe, freshly prepared from sodium (0.75 g, 32.5 mmol) in methanol. The resulting mixture was stirred 1 hour at room temperature, during which time a precipitate was formed. (2-Naphthalenylsulfonyl)acetonitrile (3.0 g, 13.0 mmol), was added in one portion and the resulting mixture heated to reflux a total of 24 hours. The mixture was cooled to room temperature and then to... Product: COC(=O)CCc1ccc(OC(C)c2oc(-c3ccc(OC(F)(F)F)cc3)nc2C(C)C)cc1C. Reaction SMILES: [CH2:37]([P:38]([CH2:39][CH2:40][CH2:41][CH3:42])[CH2:43][CH2:44][CH2:45][CH3:46])[CH2:47][CH2:48][CH3:49].[CH3:23][O:24][C:25]([CH2:26][CH2:27][c:28]1[c:29]([CH3:35])[cH:30][c:31]([OH:34])[cH:32][cH:33]1)=[O:36].[CH3:68][c:69]1[cH:70][cH:71][cH:72][cH:73][cH:74]1.[CH:1]([CH3:2])([CH3:3])[c:4]1[n:5][c:6](-[c:12]2[cH:13][cH:14][c:15]([O:18][C:19]([F:20])([F:21])[F:22])[cH:16][cH:17]2)[o:7][c:8]1[CH:9]([CH3:10])[OH:11].[N:50]([C:51]([N:52]1[CH2:53][CH2:54][CH2:55][CH2:56][CH2:57]1)=[O:58])=[N:59][C:60]([N:61]1[CH2:62][CH2:63][CH2:64][CH2:65][CH2:66]1)=[O:67]>>[CH:1]([CH3:2])([CH3:3])[c:4]1[n:5][c:6](-[c:12]2[cH:13][cH:14][c:15]([O:18][C:19]([F:20])([F:21])[F:22])[cH:16][cH:17]2)[o:7][c:8]1[CH:9]([CH3:10])[O:11][c:31]1[cH:30][c:29]([CH3:35])[c:28]([CH2:27][CH2:26][C:25]([O:24][CH3:23])=[O:36])[cH:33][cH:32]1. The reactants are CCCCP(CCCC)CCCC, COC(=O)CCc1ccc(O)cc1C, Cc1ccccc1, CC(C)c1nc(-c2ccc(OC(F)(F)F)cc2)oc1C(C)O, O=C(N=NC(=O)N1CCCCC1)N1CCCCC1. The reactants are ice water, P(=O)(Cl)(Cl)Cl (Phosphorus oxychloride), CN(C=O)C (N,N-dimethylformamide), C([O-])(O)=O.[Na+] (sodium bicarbonate), CC1C=2C=CC=NC2C(CC1)C (5,8-dimethyl-5,6,7,8-tetrahydroquinoline). The solvent is C(C)(=O)OCC.CCCCCC (ethyl acetate n-hexane). Conditions: time 30 minute. Yields the product CC1C=2C=CC(NC2C(CC1)C)C=O (5,8-Dimethyl-5,1,7,8-tetrahydroquinoline-2-carbaldehyde). The yield is 59.6%. RXN SMILES: P(Cl)(Cl)(Cl)=O.CN(C)[CH:8]=[O:9].[CH3:11][CH:12]1[CH2:21][CH2:20][CH:19]([CH3:22])[C:18]2[N:17]=[CH:16][CH:15]=[CH:14][C:13]1=2.C(=O)(O)[O-].[Na+]>C(OCC)(=O)C.CCCCCC>[CH3:11][CH:12]1[CH2:21][CH2:20][CH:19]([CH3:22])[C:18]2[NH:17][CH:16]([CH:8]=[O:9])[CH:15]=[CH:14][C:13]1=2 |f:3.4,5.6|. Procedure: Phosphorus oxychloride (18.6 g, 0.12 mol) was added dropwise to 29.2 g (0.4 mol) of N,N-dimethylformamide under ice cooling. After stirring at room temperature for 30 minutes, the reaction mixture was cooled over ice bath, followed by the dropwise addition of 17.0 g (0.1 mol) of 5,8-dimethyl-5,6,7,8-tetrahydroquinoline. After stirring at room temperature for one hour, the reaction mixture was poured into ice water and neutralized with an aqueous solution of sodium bicarbonate, followed by extrac... Reactants: CC(=O)O, CCO, O=[N+]([O-])c1cc(C2=NOC(c3cc(Cl)cc(Cl)c3)(C(F)(F)F)C2)ccc1Cl, [Fe], O. The product is Nc1cc(C2=NOC(c3cc(Cl)cc(Cl)c3)(C(F)(F)F)C2)ccc1Cl. Reaction SMILES: [CH3:1][C:2](=[O:3])[OH:4].[CH3:34][CH2:35][OH:36].[Cl:6][c:7]1[cH:8][c:9]([C:14]2([C:29]([F:30])([F:31])[F:32])[CH2:15][C:16]([c:19]3[cH:20][cH:21][c:22]([Cl:28])[c:23]([N+:25]([O-:26])=[O:27])[cH:24]3)=[N:17][O:18]2)[cH:10][c:11]([Cl:13])[cH:12]1.[Fe:33].[OH2:5]>>[Cl:6][c:7]1[cH:8][c:9]([C:14]2([C:29]([F:30])([F:31])[F:32])[CH2:15][C:16]([c:19]3[cH:20][cH:21][c:22]([Cl:28])[c:23]([NH2:25])[cH:24]3)=[N:17][O:18]2)[cH:10][c:11]([Cl:13])[cH:12]1. Starting materials: ClC=1N=CC2=C(N(CC(C(N2C)=O)C)C2=CC=CC=C2)N1 ((rac)-2-chloro-5,7-dimethyl-9-phenyl-5,7,8,9-tetrahydro-pyrimido[4,5-b][1,4]diazepin-6-one), NC1=C(C=C(C(=O)NC2CCN(CC2)C)C=C1)OC (4-amino-3-methoxy-N-(1-methyl-piperidin-4-yl)-benzamide), 0.049, O.C1(=CC=C(C=C1)S(=O)(=O)O)C (p-toluenesulfonic acid monohydrate). Run in CC(C)O (2-propanol). Product: CN1C2=C(N(CC(C1=O)C)C1=CC=CC=C1)N=C(N=C2)NC2=C(C=C(C(=O)NC1CCN(CC1)C)C=C2)OC ((rac)-4-(5,7-dimethyl-6-oxo-9-phenyl-6,7,8,9-tetrahydro-5H-pyrimido[4,5-b][1,4]diazepin-2-ylamino)-3-methoxy-N-(1-methyl-piperidin-4-yl)-benzamide). The yield is 60.2%. Reaction SMILES: Cl[C:2]1[N:3]=[CH:4][C:5]2[N:11]([CH3:12])[C:10](=[O:13])[CH:9]([CH3:14])[CH2:8][N:7]([C:15]3[CH:20]=[CH:19][CH:18]=[CH:17][CH:16]=3)[C:6]=2[N:21]=1.[NH2:22][C:23]1[CH:38]=[CH:37][C:26]([C:27]([NH:29][CH:30]2[CH2:35][CH2:34][N:33]([CH3:36])[CH2:32][CH2:31]2)=[O:28])=[CH:25][C:24]=1[O:39][CH3:40].O.C1(C)C=CC(S(O)(=O)=O)=CC=1>CC(O)C>[CH3:12][N:11]1[C:10](=[O:13])[CH:9]([CH3:14])[CH2:8][N:7]([C:15]2[CH:20]=[CH:19][CH:18]=[CH:17][CH:16]=2)[C:6]2[N:21]=[C:2]([NH:22][C:23]3[CH:38]=[CH:37][C:26]([C:27]([NH:29][CH:30]4[CH2:31][CH2:32][N:33]([CH3:36])[CH2:34][CH2:35]4)=[O:28])=[CH:25][C:24]=3[O:39][CH3:40])[N:3]=[CH:4][C:5]1=2 |f:2.3|. Reported procedure: A solution of 0.050 g (0.000165 mole) of (rac)-2-chloro-5,7-dimethyl-9-phenyl-5,7,8,9-tetrahydro-pyrimido[4,5-b][1,4]diazepin-6-one (VII-51), 0.043 g (0.000165 mole) of 4-amino-3-methoxy-N-(1-methyl-piperidin-4-yl)-benzamide, 0.049 (0.00025 mole) of p-toluenesulfonic acid monohydrate and 4.0 mL of 2-propanol (4.0 mL) was heated at 180 degrees for 2 hours in a microwave reactor. The cooled reaction mixture was concentrated under reduced pressure. The residue was diluted with dichloromethane and w...